This data is from the Open Reaction Database (ORD), a public repository of structured organic reaction records. The task is: describe an organic reaction: reactants, conditions, products, and yield The reactants are B(O)(O)O (Boric acid), OCC(O)CO (glycerol), C(C=1C(O)=CC=CC1)(=O)N (salicylamide). Solvent: C1(=CC=CC=C1)C (toluene). Conditions: time 8 hour. Yields the product C(C=1C(O)=CC=CC1)(=O)N.B(O)(O)OCC(O)CO (salicylamide glycerol borate). The yield is 88.2%. RXN SMILES: [B:1]([OH:4])([OH:3])[OH:2].[OH:5][CH2:6][CH:7]([CH2:9]O)[OH:8].[C:11]([NH2:20])(=[O:19])[C:12]1[C:13](=[CH:15][CH:16]=[CH:17][CH:18]=1)[OH:14]>C1(C)C=CC=CC=1>[C:11]([NH2:20])(=[O:19])[C:12]1[C:13](=[CH:15][CH:16]=[CH:17][CH:18]=1)[OH:14].[B:1]([O:4][CH2:9][CH:7]([CH2:6][OH:5])[OH:8])([OH:3])[OH:2] |f:4.5|. Reported procedure: Salicylamide/glycerol borate was prepared as follows. Boric acid (10.3 grams), glycerol (15.3 grams), and salicylamide (22.9 grams) were added to a 250 milliliter flask. One hundred fifty milliliters of toluene was then added. The reaction was allowed to proceed overnight at 110° C., and the byproduct water (˜9 grams) was continuously removed from the reaction by azeotropic distillation. The final solution was evaporated to remove toluene under vacuum, and a yellowish resinous product (˜40 grams... The reactants are BrC=1C=C(C=CC1F)C(C)=O (1-(3-bromo-4-fluorophenyl)ethanone), C(CO)O (ethylene glycol). The solvent is C1(=CC=CC=C1)C (toluene). Product: BrC=1C=C(C=CC1F)C1(OCCO1)C (2-(3-bromo-4-fluorophenyl)-2-methyl-1,3-dioxolane). As a reaction SMILES: [Br:1][C:2]1[CH:3]=[C:4]([C:9](=[O:11])[CH3:10])[CH:5]=[CH:6][C:7]=1[F:8].[CH2:12](O)[CH2:13][OH:14]>C1(C)C=CC=CC=1>[Br:1][C:2]1[CH:3]=[C:4]([C:9]2([CH3:10])[O:14][CH2:13][CH2:12][O:11]2)[CH:5]=[CH:6][C:7]=1[F:8]. Procedure: 1-(3-bromo-4-fluorophenyl)ethanone (7.5 g, 34.5 mmol), ethylene glycol (10 mL) and a catalytic amount of tosyl acid was refluxed in toluene (100 mL) for 18 h with a Dean-Stark trap. The crude reaction mixture was quenched with H2O (100 mL) extracted with EtOAc (3×50 mL), washed organic layer with H2O, brine, dried (Na2SO4) and concentrated. The crude product was purified by flash chromatography (0 to 100% EtOAc/hexanes gradient) to afford 8.8 g of Intermediate 416.1. 1H NMR (400 MHz, CDCl3) δ pp... Reactants: C(C1=CC=CC=C1)OC1=C(C(=C(C=C1)F)F)CCI (1-(benzyloxy)-3,4-difluoro-2-(2-iodoethyl)benzene), C1=CC=C(C=C1)P(C2=CC=CC=C2)C3=CC=CC=C3 (Ph3P). Solvent: C=1(C(=CC=CC1)C)C (Xylene). Run at temperature 140 celsius. Yields the product [I-].C(C1=CC=CC=C1)OC1=CC=C(C(=C1CC[P+](C1=CC=CC=C1)(C1=CC=CC=C1)C1=CC=CC=C1)F)F ((6-(benzyloxy)-2,3-difluorophenethyl)triphenylphosphonium, iodide salt). The yield is 49.0%. RXN SMILES: [CH2:1]([O:8][C:9]1[CH:14]=[CH:13][C:12]([F:15])=[C:11]([F:16])[C:10]=1[CH2:17][CH2:18][I:19])[C:2]1[CH:7]=[CH:6][CH:5]=[CH:4][CH:3]=1.[CH:20]1[CH:25]=[CH:24][C:23]([P:26]([C:33]2[CH:38]=[CH:37][CH:36]=[CH:35][CH:34]=2)[C:27]2[CH:32]=[CH:31][CH:30]=[CH:29][CH:28]=2)=[CH:22][CH:21]=1>C1(C)C(C)=CC=CC=1>[I-:19].[CH2:1]([O:8][C:9]1[C:10]([CH2:17][CH2:18][P+:26]([C:27]2[CH:28]=[CH:29][CH:30]=[CH:31][CH:32]=2)([C:33]2[CH:38]=[CH:37][CH:36]=[CH:35][CH:34]=2)[C:23]2[CH:22]=[CH:21][CH:20]=[CH:25][CH:24]=2)=[C:11]([F:16])[C:12]([F:15])=[CH:13][CH:14]=1)[C:2]1[CH:7]=[CH:6][CH:5]=[CH:4][CH:3]=1 |f:3.4|. Reported procedure: To a solution of 1-(benzyloxy)-3,4-difluoro-2-(2-iodoethyl)benzene (720 mg, 1.924 mmol) in Xylene (10 mL) was added Ph3P (1514 mg, 5.77 mmol) and the mixture was heated at 140° C. for 16 h. The mixture was cooled to rt (The product solidified). Solids were then filtered off and washed with toluene and ether, dried under high vac to afford (6-(benzyloxy)-2,3-difluorophenethyl)triphenylphosphonium, iodide salt (600 mg, 0.943 mmol, 49.0% yield) as white solid. 1H NMR (500 MHz, CDCl3) δ 7.87-7.77 (m... The reactants are CCOC(C)=O, CCO, CCCN(CCC)CCCCl, Cl, NC(N)=S. Yields the product CCCN(CCC)CCCSC(=N)N, Cl, Cl. As a reaction SMILES: [CH3:17][CH2:18][O:19][C:20](=[O:21])[CH3:22].[CH3:23][CH2:24][OH:25].[Cl:2][CH2:3][CH2:4][CH2:5][N:6]([CH2:7][CH2:8][CH3:9])[CH2:10][CH2:11][CH3:12].[ClH:1].[NH2:13][C:14]([NH2:15])=[S:16]>>[CH2:3]([CH2:4][CH2:5][N:6]([CH2:7][CH2:8][CH3:9])[CH2:10][CH2:11][CH3:12])[S:16][C:14](=[NH:13])[NH2:15].[ClH:1].[ClH:2]. Reactants: C(C1=CC=CC=C1)OC1=C(C=CC(=C1)C(=O)NCC)N1N=NC(=C1COCC1=CC=CC=C1)C(=O)NC1CC1 (1-{2-(benzyloxy)-4-[(ethylamino)carbonyl]phenyl}-5-[(benzyloxy)methyl]-N-cyclopropyl-1H-1,2,3-triazole-4-carboxamide). Reagents/catalysts: [C].[Pd] (palladium carbon). Run in CO.C(C)(=O)O (methanol acetic acid). Yields the product C1(CC1)NC(=O)C=1N=NN(C1CO)C1=C(C=C(C=C1)C(=O)NCC)O (N-cyclopropyl-1-{4-[(ethylamino)carbonyl]-2-hydroxyphenyl}-5-(hydroxymethyl)-1H-1,2,3-triazole-4-carboxamide). Isolated yield 101.6%. As a reaction SMILES: C([O:8][C:9]1[CH:14]=[C:13]([C:15]([NH:17][CH2:18][CH3:19])=[O:16])[CH:12]=[CH:11][C:10]=1[N:20]1[C:24]([CH2:25][O:26]CC2C=CC=CC=2)=[C:23]([C:34]([NH:36][CH:37]2[CH2:39][CH2:38]2)=[O:35])[N:22]=[N:21]1)C1C=CC=CC=1>CO.C(O)(=O)C.[C].[Pd]>[CH:37]1([NH:36][C:34]([C:23]2[N:22]=[N:21][N:20]([C:10]3[CH:11]=[CH:12][C:13]([C:15]([NH:17][CH2:18][CH3:19])=[O:16])=[CH:14][C:9]=3[OH:8])[C:24]=2[CH2:25][OH:26])=[O:35])[CH2:39][CH2:38]1 |f:1.2,3.4|. Procedure details: 1-{2-(Benzyloxy)-4-[(ethylamino)carbonyl]phenyl}-5-[(benzyloxy)methyl]-N-cyclopropyl-1H-1,2,3-triazole-4-carboxamide (1.50 g, 2.85 mmol) obtained in Example 316 was dissolved in methanol-acetic acid (9:1, 50 ml), and the mixture was stirred at room temperature for 68 hr in the presence of 10% palladium carbon (wet, purity 50%, 300 mg) under a hydrogen atmosphere. The reaction mixture was filtrated to remove the catalyst, the filtrate was concentrated, diluted with toluene (100 ml) and concentrat...